Dataset: the Open Reaction Database (ORD), a public repository of structured organic reaction records. Task: describe an organic reaction: reactants, conditions, products, and yield The product is C4=C(N1CCCCC1)c3ccc(c2ccccc2)cc3CC4. Reagents/catalysts: PCy3. Starting materials: COc3ccc2C(N1CCCCC1)=CCCc2c3 (substrate), Br[Mg]c1ccccc1 (effective_coupling_partner). Run at temperature 80 celsius, time 15 hour. As a reaction SMILES: [CH3:1][O:2][C:3](=[O:12])[C:4]1[C:5](=[CH:7][CH:8]=[C:9]([NH2:11])[CH:10]=1)[OH:6].CN(C)C1C=CC=CC=1.[Br:22][CH2:23][CH2:24][CH2:25][CH2:26][CH2:27][C:28](Cl)=[O:29]>>[Br:22][CH2:23][CH2:24][CH2:25][CH2:26][CH2:27][C:28]([NH:11][C:9]1[CH:8]=[CH:7][C:5]([OH:6])=[C:4]([CH:10]=1)[C:3]([O:2][CH3:1])=[O:12])=[O:29].[NH2:11][C:9]1[CH:10]=[C:4]([C:3]([OH:12])=[O:2])[C:5]([OH:6])=[CH:7][CH:8]=1. Yields the product BrCCCCCC(=O)NC=1C=CC(=C(C(=O)OC)C1)O (Methyl 5-[(6-bromo-1-oxohexyl)amino]-2-hydroxybenzoate), NC1=CC=C(C(C(=O)O)=C1)O (5-aminosalicylic acid). Procedure details: was prepared in quantitative yield from 40.0 g (0.24 mol) of methyl-5-aminosalicylate, 32.0 g (0.26 mol) of N,N-dimethylaniline and 46.5 g (0.22 mol) of 6-bromohexanoyl chloride according to the procedure of Example 9, part a. The methyl 5-aminosalicylate was obtained by Fischer esterification of 5-aminosalicylic acid. The product was not recrystallized, but was obtained directly from trituration in 1N HCl, mp 100°-102° C. The reactants are COC(C=1C(O)=CC=C(C1)N)=O (methyl-5-aminosalicylate), CN(C1=CC=CC=C1)C (N,N-dimethylaniline), BrCCCCCC(=O)Cl (6-bromohexanoyl chloride). Reactants: CO, CC(=O)O, [Fe], CC(C)(C)OC(=O)c1ccc(-c2ccccc2)cc1[N+](=O)[O-]. Product: CC(C)(C)OC(=O)c1ccc(-c2ccccc2)cc1N. RXN SMILES: [CH3:1][OH:2].[CH3:26][C:27](=[O:28])[OH:29].[Fe:25].[N+:3]([O-:4])(=[O:5])[c:6]1[c:7]([C:8](=[O:9])[O:10][C:11]([CH3:12])([CH3:13])[CH3:14])[cH:15][cH:16][c:17](-[c:19]2[cH:20][cH:21][cH:22][cH:23][cH:24]2)[cH:18]1>>[NH2:3][c:6]1[c:7]([C:8](=[O:9])[O:10][C:11]([CH3:12])([CH3:13])[CH3:14])[cH:15][cH:16][c:17](-[c:19]2[cH:20][cH:21][cH:22][cH:23][cH:24]2)[cH:18]1.